From a dataset of the Open Reaction Database (ORD), a public repository of structured organic reaction records. describe an organic reaction: reactants, conditions, products, and yield As a reaction SMILES: [CH2:1]([CH3:2])[O:3][C:4]([C:5]([CH3:6])([CH3:7])[O:8][c:9]1[c:10]([CH3:16])[cH:11][c:12]([OH:15])[cH:13][cH:14]1)=[O:17].[CH2:44]([P:45]([CH2:46][CH2:47][CH2:48][CH3:49])[CH2:50][CH2:51][CH2:52][CH3:53])[CH2:54][CH2:55][CH3:56].[CH:18]1([c:21]2[n:22][c:23](-[c:33]3[cH:34][cH:35][c:36]([O:39][C:40]([F:41])([F:42])[F:43])[cH:37][cH:38]3)[cH:24][c:25]([C:29]([F:30])([F:31])[F:32])[c:26]2[CH2:27][OH:28])[CH2:19][CH2:20]1>>[CH2:1]([CH3:2])[O:3][C:4]([C:5]([CH3:6])([CH3:7])[O:8][c:9]1[c:10]([CH3:16])[cH:11][c:12]([O:15][CH2:27][c:26]2[c:21]([CH:18]3[CH2:19][CH2:20]3)[n:22][c:23](-[c:33]3[cH:34][cH:35][c:36]([O:39][C:40]([F:41])([F:42])[F:43])[cH:37][cH:38]3)[cH:24][c:25]2[C:29]([F:30])([F:31])[F:32])[cH:13][cH:14]1)=[O:17]. Product: CCOC(=O)C(C)(C)Oc1ccc(OCc2c(C(F)(F)F)cc(-c3ccc(OC(F)(F)F)cc3)nc2C2CC2)cc1C. Starting materials: CCOC(=O)C(C)(C)Oc1ccc(O)cc1C, CCCCP(CCCC)CCCC, OCc1c(C(F)(F)F)cc(-c2ccc(OC(F)(F)F)cc2)nc1C1CC1. Reactants: P(=O)([O-])([O-])[O-].[K+].[K+].[K+] (potassium phosphate), C(C)(CC)[Li] (Sec-Butyl lithium), CC(C)(OC(=O)N[C@@H]1C(NC1)=O)C ((S)-3-[[(1,1-dimethylethoxy)carbonyl]amino]-2-oxoazetidine), CS(=O)(=O)N=C=S ((methylsulfonyl)-isothiocyanate), Cl (hydrochloric acid). The solvent is O (water), C(C)(=O)OCC (Ethyl acetate), O1CCCC1 (tetrahydrofuran). Reaction conditions: time 2 minute. Yields the product CC(C)(OC(=O)N[C@@H]1C(N(C1)C(NS(=O)(=O)C)=S)=O)C ((S)-3-[[(1,1-Dimethylethoxy)carbonyl]amino]-N-(methylsulfonyl)-2-oxo-1-azetidinecarbothioamide). As a reaction SMILES: C([Li])(CC)C.[CH3:6][C:7]([CH3:18])([O:9][C:10]([NH:12][C@H:13]1[CH2:16][NH:15][C:14]1=[O:17])=[O:11])[CH3:8].[CH3:19][S:20]([N:23]=[C:24]=[S:25])(=[O:22])=[O:21].P([O-])([O-])([O-])=O.[K+].[K+].[K+].Cl>O1CCCC1.O.C(OCC)(=O)C>[CH3:8][C:7]([CH3:18])([O:9][C:10]([NH:12][C@H:13]1[CH2:16][N:15]([C:24](=[S:25])[NH:23][S:20]([CH3:19])(=[O:22])=[O:21])[C:14]1=[O:17])=[O:11])[CH3:6] |f:3.4.5.6|. Procedure: Sec-Butyl lithium (9.25 ml of 1.35 M solution in cyclohexane) was added to a stirred solution of (S)-3-[[(1,1-dimethylethoxy)carbonyl]amino]-2-oxoazetidine (2.33 g) in 250 ml of dry tetrahydrofuran at -75° C. under nitrogen. After stirring for 2 minutes, (methylsulfonyl)-isothiocyanate (1.75 ml) was added, and the solution was stirred for 25 minutes at -75° C. and poured into 125 ml of 0.5 M pH 5.5 monobasic potassium phosphate buffer. Ethyl acetate and water were added, and the pH was adjusted ... Reactants: COC1=NC(=NC=C1Br)N, C1=CC(=CC(=C1)I)C(F)(F)F. The reagents and catalysts are C(=O)([O-])[O-].[Cs+].[Cs+], CC1(C2=C(C(=CC=C2)P(C3=CC=CC=C3)C4=CC=CC=C4)OC5=C1C=CC=C5P(C6=CC=CC=C6)C7=CC=CC=C7)C, CC(=O)O.CC(=O)O.[Pd]. The solvent is CC1=CC=CC=C1. Run at temperature 90 celsius. The product is COC1=NC(=NC=C1Br)NC2=CC=CC(=C2)C(F)(F)F. The yield is 43.2%. Procedure: repeat of _EN06995-58\Reaction_ but using Xantphos  **_Aim:-_ prepare target for further use.**  1-iodo-3-(trifluoromethyl)benzene (0.171 ml, 1.19 mmol), 5-bromo-4-methoxypyrimidin-2-amine (0.202 g, 0.99 mmol), PALLADIUM(II) ACETATE (0.011 g, 0.05 mmol), (9,9-dimethyl-9H-xanthene-4,5-diyl)bis(diphenylphosphine) - Xantphos (0.029 g, 0.05 mmol) and cesium carbonate (0.387 g, 1.19 mmol) were mixed in toluene (5ml), purged with nitrogen and stirred in a sealed tube at 90 °C overnight.  LCMS: pH = 3,... Conditions: time 3 hour. RXN SMILES: [CH2:1]([NH:8][C:9]1[CH:14]=[CH:13][N:12]([CH2:15][C:16]2[CH:21]=[CH:20][CH:19]=[C:18]([F:22])[CH:17]=2)[C:11](=[O:23])[CH:10]=1)[C:2]1[CH:7]=[CH:6][CH:5]=[CH:4][CH:3]=1.[Br:24]N1C(=O)CCC1=O>C(Cl)Cl>[CH2:1]([NH:8][C:9]1[CH:14]=[CH:13][N:12]([CH2:15][C:16]2[CH:21]=[CH:20][CH:19]=[C:18]([F:22])[CH:17]=2)[C:11](=[O:23])[C:10]=1[Br:24])[C:2]1[CH:7]=[CH:6][CH:5]=[CH:4][CH:3]=1. The product is C(C1=CC=CC=C1)NC1=C(C(N(C=C1)CC1=CC(=CC=C1)F)=O)Br (4-(benzylamino)-3-bromo-1-(3-fluorobenzyl)pyridin-2(1H)-one). Solvent: C(Cl)Cl (CH2Cl2). Reported procedure: To a solution of 4-(benzylamino)-1-(3-fluorobenzyl)pyridin-2(1H)-one (0.50 g, 1.62 mmol) in anhydrous CH2Cl2 (10 mL) was added N-bromosuccinimide (NBS, 0.30 g, 1.7 mmol). The reaction was stirred at room temperature under a nitrogen atmosphere for 3 h. The reaction mixture was purified by flash chromatography (silica gel) using EtOAc in hexanes (1:1 v/v). The appropriate fractions were combined and concentrated. The reactants are C(C1=CC=CC=C1)NC1=CC(N(C=C1)CC1=CC(=CC=C1)F)=O (4-(benzylamino)-1-(3-fluorobenzyl)pyridin-2(1H)-one), BrN1C(CCC1=O)=O (N-bromosuccinimide). The reactants are ClC1=NC=C(C(=N1)C=1C=NN(C1)C(CC#N)C1CC1)OC (3-[4-(2-chloro-5-methoxypyrimidin-4-yl)-1H-pyrazol-1-yl]-3-cyclopropylpropanenitrile), NC=1C=C(C(=O)O)C=CC1 (3-aminobenzoic acid), C1(=CC=C(C=C1)S(=O)(=O)O)C (p-toluenesulfonic acid), O1CCOCC1 (1,4-dioxane). Yields the product C(#N)CC(C1CC1)N1N=CC(=C1)C1=NC(=NC=C1OC)NC=1C=C(C(=O)O)C=CC1 (3-({4-[1-(2-cyano-1-cyclopropylethyl)-1H-pyrazol-4-yl]-5-methoxypyrimidin-2-yl}amino)benzoic Acid). Yield: 99.5%. Reaction SMILES: Cl[C:2]1[N:7]=[C:6]([C:8]2[CH:9]=[N:10][N:11]([CH:13]([CH:17]3[CH2:19][CH2:18]3)[CH2:14][C:15]#[N:16])[CH:12]=2)[C:5]([O:20][CH3:21])=[CH:4][N:3]=1.[NH2:22][C:23]1[CH:24]=[C:25]([CH:29]=[CH:30][CH:31]=1)[C:26]([OH:28])=[O:27].C1(C)C=CC(S(O)(=O)=O)=CC=1.O1CCOCC1>>[C:15]([CH2:14][CH:13]([N:11]1[CH:12]=[C:8]([C:6]2[C:5]([O:20][CH3:21])=[CH:4][N:3]=[C:2]([NH:22][C:23]3[CH:24]=[C:25]([CH:29]=[CH:30][CH:31]=3)[C:26]([OH:28])=[O:27])[N:7]=2)[CH:9]=[N:10]1)[CH:17]1[CH2:19][CH2:18]1)#[N:16]. Procedure details: A mixture of 3-[4-(2-chloro-5-methoxypyrimidin-4-yl)-1H-pyrazol-1-yl]-3-cyclopropylpropanenitrile (from example 320 step 1, 250 mg, 0.00082 mol), 3-aminobenzoic acid (169 mg, 0.00123 mol), and p-toluenesulfonic acid (120 mg, 0.00070 mol) in dry 1,4-dioxane (5 mL, 0.07 mol) was refluxed overnight, then cooled to room temperature. The insoluble material was filtered off. The filtration was evaporated to dryness to give the crude product (330 mg, 99.14%). LCMS (M+H) 405.3. Starting materials: CC1(OC(C(O1)=CC(=O)N(OC)CC1=CC=C(C=C1)F)=O)C (2-(2,2-Dimethyl-5-oxo-[1,3]dioxolan-4-ylidene)-N-(4-fluoro-benzyl)-N-methoxy-acetamide), CN1N=C(C=C1C(F)(F)F)C1=CC=C(S1)S(=O)(=O)N (5-(1-methyl-5-trifluoromethyl-1H-pyrazol-3-yl)-thiophene-2-sulfonic acid amide), compound 1. The product is FC1=CC=C(CN(C(C=C(C(=O)NS(=O)(=O)C=2SC(=CC2)C2=NN(C(=C2)C(F)(F)F)C)O)=O)OC)C=C1 (3-Hydroxy-4-[5-(1-methyl-5-trifluoromethyl-1H-pyrazol-3-yl)-thiophene-2-sulfonylamino]-4-oxo-but-2-enoic acid (4-fluoro-benzyl)-methoxy-amide). Reaction SMILES: CC1(C)[O:6][C:5](=[CH:7][C:8]([N:10]([CH2:13][C:14]2[CH:19]=[CH:18][C:17]([F:20])=[CH:16][CH:15]=2)[O:11][CH3:12])=[O:9])[C:4](=[O:21])O1.[CH3:23][N:24]1[C:28]([C:29]([F:32])([F:31])[F:30])=[CH:27][C:26]([C:33]2[S:37][C:36]([S:38]([NH2:41])(=[O:40])=[O:39])=[CH:35][CH:34]=2)=[N:25]1>>[F:20][C:17]1[CH:16]=[CH:15][C:14]([CH2:13][N:10]([O:11][CH3:12])[C:8](=[O:9])[CH:7]=[C:5]([OH:6])[C:4]([NH:41][S:38]([C:36]2[S:37][C:33]([C:26]3[CH:27]=[C:28]([C:29]([F:31])([F:30])[F:32])[N:24]([CH3:23])[N:25]=3)=[CH:34][CH:35]=2)(=[O:40])=[O:39])=[O:21])=[CH:19][CH:18]=1. Procedure: 2-(2,2-Dimethyl-5-oxo-[1,3]dioxolan-4-ylidene)-N-(4-fluoro-benzyl)-N-methoxy-acetamide was treated with 5-(1-methyl-5-trifluoromethyl-1H-pyrazol-3-yl)-thiophene-2-sulfonic acid amide as described in the preparation of compound 1 to yield the title compound. 1H NMR (500 MHz, CDCl3) δ: 3.66 (s, 3), 4.03 (s, 3), 4.76 (s, 2), 6.50 (s, 1), 6.71 (s, 1), 7.00 (m, 2), 7.20 (m, 1), 7.25 (m, 2), 7.93 (m, 1). The reactants are BrC(C(=O)N(C)C)(C)C (2-bromo-N,N,2-trimethylpropionamide), CC=1C(=NNC1)C1=CC=CC=C1 (4-methyl-3-phenylpyrazole), C1(=CC=CC=C1)C1=NNC=C1 (3-phenylpyrazole). The product is BrC(C(=O)N(C)C)CN1N=C(C(=C1)C)C1=CC=CC=C1 (α-bromo-N,N,4-trimethyl-3-phenylpyrazole-1-propionamide). RXN SMILES: [Br:1][C:2]([CH3:9])(C)[C:3]([N:5]([CH3:7])[CH3:6])=[O:4].[CH3:10][C:11]1[C:12]([C:16]2[CH:21]=[CH:20][CH:19]=[CH:18][CH:17]=2)=[N:13][NH:14][CH:15]=1.C1(C2C=CNN=2)C=CC=CC=1>>[Br:1][CH:2]([CH2:9][N:14]1[CH:15]=[C:11]([CH3:10])[C:12]([C:16]2[CH:17]=[CH:18][CH:19]=[CH:20][CH:21]=2)=[N:13]1)[C:3]([N:5]([CH3:7])[CH3:6])=[O:4]. Reported procedure: Following the procedure of Example 121, but substituting 2,3-dibromo-N,N-dimethylpropionamide for 2-bromo-N,N,2-trimethylpropionamide and 4-methyl-3-phenylpyrazole for 3-phenylpyrazole there was obtained α-bromo-N,N,4-trimethyl-3-phenylpyrazole-1-propionamide having a melting point of 104°-107° C. Reactants: C([O-])([O-])=O.[Cs+].[Cs+] (Caesium carbonate), ClC1=NC(=C2N=CN(C2=N1)[C@H]1[C@H](OC(C)=O)[C@H](OC(C)=O)[C@H](O1)COC(C)=O)Cl (2,6-dichloro-9-(2,3,5-tri-O-acetyl-β-D-ribofuranosyl)-9H-purine), ClC1=CC(=C(N)C=C1)F (4-chloro-2-fluoroaniline), C1(=CC=CC=C1)P(C1=C(C=CC=C1)OC1=C(C=CC=C1)P(C1=CC=CC=C1)C1=CC=CC=C1)C1=CC=CC=C1 (bis[2-(diphenylphosphino)phenyl] ether). Reagents/catalysts: C(C)(=O)[O-].[Pd+2].C(C)(=O)[O-] (palladium acetate). Run in C1(=CC=CC=C1)C (toluene). Conditions: temperature 20 celsius, time 15 minute. Product: C(C)(=O)O[C@@H]1[C@H](O[C@H]([C@@H]1OC(C)=O)N1C2=NC(=NC(=C2N=C1)NC1=C(C=C(C=C1)Cl)F)Cl)COC(C)=O ((2R,3R,4R,5R)4-(acetyloxy)-2-[(acetyloxy)methyl]-5-[2-chloro-6-(4-chloro-2-fluoroanilino)-9H-purin-9-yl]tetrahydrofuran-3-yl Acetate). As a reaction SMILES: [Cl:1][C:2]1[N:10]=[C:9]2[C:5]([N:6]=[CH:7][N:8]2[C@@H:11]2[O:23][C@H:22]([CH2:24][O:25][C:26](=[O:28])[CH3:27])[C@@H:17]([O:18][C:19](=[O:21])[CH3:20])[C@H:12]2[O:13][C:14](=[O:16])[CH3:15])=[C:4](Cl)[N:3]=1.[Cl:30][C:31]1[CH:37]=[CH:36][C:34]([NH2:35])=[C:33]([F:38])[CH:32]=1.C1(P(C2C=CC=CC=2)C2C=CC=CC=2OC2C=CC=CC=2P(C2C=CC=CC=2)C2C=CC=CC=2)C=CC=CC=1.C(=O)([O-])[O-].[Cs+].[Cs+]>C1(C)C=CC=CC=1.C([O-])(=O)C.[Pd+2].C([O-])(=O)C>[C:19]([O:18][C@H:17]1[C@@H:12]([O:13][C:14](=[O:16])[CH3:15])[C@H:11]([N:8]2[CH:7]=[N:6][C:5]3[C:9]2=[N:10][C:2]([Cl:1])=[N:3][C:4]=3[NH:35][C:34]2[CH:36]=[CH:37][C:31]([Cl:30])=[CH:32][C:33]=2[F:38])[O:23][C@@H:22]1[CH2:24][O:25][C:26](=[O:28])[CH3:27])(=[O:21])[CH3:20] |f:3.4.5,7.8.9|. Procedure: To a stirred solution of 2,6-dichloro-9-(2,3,5-tri-O-acetyl-β-D-ribofuranosyl)-9H-purine 2(1.0 g) in toluene (25 ml) was added palladium acetate (50 mg), 4-chloro-2-fluoroaniline (0.5 ml) and bis[2-(diphenylphosphino)phenyl] ether 3(120 mg) and the reaction stirred at 20° C. for 15 min. Caesium carbonate (872 mg) was added and the mixture heated at 90° C. for 16 hours. The reaction mixture was cooled to 20° C. and partitioned between ethyl acetate (100 ml) and water (100 ml). The organic layer w...